Dataset: the Open Reaction Database (ORD), a public repository of structured organic reaction records. Task: describe an organic reaction: reactants, conditions, products, and yield Starting materials: CCCCC1Cc2c(ccc(OC)c2C)C1=O, CCOCC, C=CC(C)=O, C1CCC2=NCCCN2CC1, C1CCOC1. Yields the product CCCCC1(CCC(C)=O)Cc2c(ccc(OC)c2C)C1=O. As a reaction SMILES: [CH2:17]([CH2:18][CH2:19][CH3:20])[CH:21]1[C:22](=[O:33])[c:23]2[cH:24][cH:25][c:26]([O:31][CH3:32])[c:27]([CH3:30])[c:28]2[CH2:29]1.[CH3:39][CH2:40][O:41][CH2:42][CH3:43].[CH:1](=[CH2:2])[C:3](=[O:4])[CH3:5].[N:6]12[CH2:7][CH2:8][CH2:9][N:10]=[C:11]1[CH2:12][CH2:13][CH2:14][CH2:15][CH2:16]2.[O:34]1[CH2:35][CH2:36][CH2:37][CH2:38]1>>[CH2:1]([CH2:2][C:21]1([CH2:17][CH2:18][CH2:19][CH3:20])[C:22](=[O:33])[c:23]2[cH:24][cH:25][c:26]([O:31][CH3:32])[c:27]([CH3:30])[c:28]2[CH2:29]1)[C:3](=[O:4])[CH3:5]. Starting materials: NC1=C2C(C(=CN(C2=C(C(=C1F)F)F)C1CC1)C(=O)O)=O (5-amino-1-cyclopropyl-6,7,8-trifluoro-1,4-dihydro-4-oxo-quinoline-3-carboxylic acid), NCC1CNCCC1O (3-aminomethyl-4-hydroxy-piperidine). Product: NC1=C2C(C(=CN(C2=C(C(=C1F)N1CC(C(CC1)O)CN)F)C1CC1)C(=O)O)=O (5-Amino-1-(cyclopropyl)-6,8-difluoro-1,4-dihydro-7-(3′-aminomethyl-4′-hydroxy-piperidin-1-yl)-4-oxo-quinoline-3-carboxylic acid). Isolated yield 52.8%. Reaction SMILES: [NH2:1][C:2]1[C:11]([F:12])=[C:10](F)[C:9]([F:14])=[C:8]2[C:3]=1[C:4](=[O:21])[C:5]([C:18]([OH:20])=[O:19])=[CH:6][N:7]2[CH:15]1[CH2:17][CH2:16]1.[NH2:22][CH2:23][CH:24]1[CH:29]([OH:30])[CH2:28][CH2:27][NH:26][CH2:25]1>>[NH2:1][C:2]1[C:11]([F:12])=[C:10]([N:26]2[CH2:27][CH2:28][CH:29]([OH:30])[CH:24]([CH2:23][NH2:22])[CH2:25]2)[C:9]([F:14])=[C:8]2[C:3]=1[C:4](=[O:21])[C:5]([C:18]([OH:20])=[O:19])=[CH:6][N:7]2[CH:15]1[CH2:17][CH2:16]1. Reported procedure: The condensation of 5-amino-1-cyclopropyl-6,7,8-trifluoro-1,4-dihydro-4-oxo-quinoline-3-carboxylic acid with 3-aminomethyl-4-hydroxy-piperidine was carried out in a similar manner as described in example 1, gave the titled product. Yield 52.8%, m.p 202–04° C., C19H22F2N4O4, m/z 409 (M+1). The reactants are CCCOc1nc(C(=O)O)cnc1N1CCCC1, C1CCNC1, COC(=O)c1cnc(Cl)c(Br)n1, COCCO, [K+], [OH-]. The product is COCCOc1nc(C(=O)O)cnc1N1CCCC1. Reaction SMILES: [CH2:1]([CH2:2][CH3:3])[O:4][c:5]1[c:6]([N:14]2[CH2:15][CH2:16][CH2:17][CH2:18]2)[n:7][cH:8][c:9]([C:11](=[O:12])[OH:13])[n:10]1.[CH2:31]1[CH2:32][NH:33][CH2:34][CH2:35]1.[CH3:19][O:20][C:21]([c:22]1[cH:23][n:24][c:25]([Cl:26])[c:27]([Br:28])[n:29]1)=[O:30].[CH3:38][O:39][CH2:40][CH2:41][OH:42].[K+:37].[OH-:36]>>[CH2:1]([CH2:2][O:20][CH3:19])[O:4][c:5]1[c:6]([N:14]2[CH2:15][CH2:16][CH2:17][CH2:18]2)[n:7][cH:8][c:9]([C:11](=[O:12])[OH:13])[n:10]1. Reactants: COC(=O)c1ccn(CCCC(NC(=O)C(Cc2cccc(C)c2)NC(=O)C(c2ccccc2)c2ccccc2)C(N)=O)n1, CCOC(C)=O, O=C(Cl)C(=O)Cl, CN(C)C=O, c1ccncc1. Product: COC(=O)c1ccn(CCCC(C#N)NC(=O)C(Cc2cccc(C)c2)NC(=O)C(c2ccccc2)c2ccccc2)n1. RXN SMILES: [CH3:18][O:19][C:20](=[O:21])[c:22]1[n:23][n:24]([CH2:27][CH2:28][CH2:29][CH:30]([C:31](=[O:32])[NH2:33])[NH:34][C:35]([CH:36]([NH:37][C:38]([CH:39]([c:40]2[cH:41][cH:42][cH:43][cH:44][cH:45]2)[c:46]2[cH:47][cH:48][cH:49][cH:50][cH:51]2)=[O:52])[CH2:53][c:54]2[cH:55][c:56]([CH3:60])[cH:57][cH:58][cH:59]2)=[O:61])[cH:25][cH:26]1.[CH3:62][CH2:63][O:64][C:65]([CH3:66])=[O:67].[Cl:1][C:2]([C:3]([Cl:4])=[O:5])=[O:6].[O:7]=[CH:8][N:9]([CH3:10])[CH3:11].[cH:12]1[cH:13][cH:14][n:15][cH:16][cH:17]1>>[CH3:18][O:19][C:20](=[O:21])[c:22]1[n:23][n:24]([CH2:27][CH2:28][CH2:29][CH:30]([C:31]#[N:33])[NH:34][C:35]([CH:36]([NH:37][C:38]([CH:39]([c:40]2[cH:41][cH:42][cH:43][cH:44][cH:45]2)[c:46]2[cH:47][cH:48][cH:49][cH:50][cH:51]2)=[O:52])[CH2:53][c:54]2[cH:55][c:56]([CH3:60])[cH:57][cH:58][cH:59]2)=[O:61])[cH:25][cH:26]1. The reactants are C1=CC=C(C=C1)P(C2=CC=CC=C2)C3=CC=CC=C3 (Ph3P), C1(C=2C(C(N1)=O)=CC=CC2)=O (phthalimide), C(C1=CC=CC=C1)(=O)NC=1C=2N=CN([C@H]3C[C@H](O)[C@@H](CO)O3)C2N=CN1 (N6-benzoyl-2′-deoxyadenosine), N(=NC(=O)OC(C)C)C(=O)OC(C)C (diisopropyl azodicarboxylate). Run in C1CCOC1 (THF), ClCCl (dichloromethane). Reaction conditions: time 2 hour. Yields the product C1(C=2C(C(N1C[C@@H]1[C@H](C[C@@H](O1)N1C=NC=3C(NC(C4=CC=CC=C4)=O)=NC=NC13)O)=O)=CC=CC2)=O (5′-phthalimido-N6-benzoyl-2′,5′-dideoxyadenosine). The yield is 30.9%. Reaction SMILES: C1C=CC(P(C2C=CC=CC=2)C2C=CC=CC=2)=CC=1.[C:20]1(=[O:30])[NH:24][C:23](=[O:25])[C:22]2=[CH:26][CH:27]=[CH:28][CH:29]=[C:21]12.[C:31]([NH:39][C:40]1[C:41]2[N:42]=[CH:43][N:44]([C:53]=2[N:54]=[CH:55][N:56]=1)[C@@H:45]1[O:52][C@H:49]([CH2:50]O)[C@@H:47]([OH:48])[CH2:46]1)(=[O:38])[C:32]1[CH:37]=[CH:36][CH:35]=[CH:34][CH:33]=1.N(C(OC(C)C)=O)=NC(OC(C)C)=O>C1COCC1.ClCCl>[C:20]1(=[O:30])[N:24]([CH2:50][C@H:49]2[O:52][C@@H:45]([N:44]3[C:53]4[N:54]=[CH:55][N:56]=[C:40]([NH:39][C:31](=[O:38])[C:32]5[CH:37]=[CH:36][CH:35]=[CH:34][CH:33]=5)[C:41]=4[N:42]=[CH:43]3)[CH2:46][C@@H:47]2[OH:48])[C:23](=[O:25])[C:22]2=[CH:26][CH:27]=[CH:28][CH:29]=[C:21]12. Procedure: To a stirred solution of 13.11 g (50 mmol) Ph3P, 6.99 g (47.5 mmol) phthalimide and 17.77 g (50 mmol) N6-benzoyl-2′-deoxyadenosine in 400 mL dry THF was added 9.84 mL (50 mmol) of diisopropyl azodicarboxylate under a nitrogen atmosphere. The resulting mixture was stirred for 2 h in an ice water bath and then 4 h at room temperature. After most of the THF was evaporated under reduced pressure, the oily residue was added 100 ml of dichloromethane. The precipitate, which was formed after the additi... Starting materials: Cl.NO (hydroxylamine hydrochloride), C(C)(C)N(C(C)C)CC (N,N-diisopropylethylamine), FC1=CC=C(C=C1)C=1C(=NC=CC1)NC(=S)NC(=O)OCC (N-(3-(4-fluoro-phenyl)-pyridin-2-yl)-N′-ethoxycarbonyl-thiourea). The solvent is CO (MeOH), CCO (EtOH), CO (MeOH), CCO (EtOH). Reaction conditions: time 1 hour. Product: FC1=CC=C(C=C1)C=1C=2N(C=CC1)N=C(N2)N (8-(4-Fluoro-phenyl)-[1,2,4]triazolo[1,5-a]pyridin-2-ylamine), solid. Isolated yield 84.0%. Reaction SMILES: Cl.NO.C([N:7](CC)C(C)C)(C)C.[F:13][C:14]1[CH:19]=[CH:18][C:17]([C:20]2[C:21]([NH:26][C:27]([NH:29]C(OCC)=O)=S)=[N:22][CH:23]=[CH:24][CH:25]=2)=[CH:16][CH:15]=1>CO.CCO>[F:13][C:14]1[CH:15]=[CH:16][C:17]([C:20]2[C:21]3[N:22]([N:7]=[C:27]([NH2:29])[N:26]=3)[CH:23]=[CH:24][CH:25]=2)=[CH:18][CH:19]=1 |f:0.1|. Procedure details: To a solution of hydroxylamine hydrochloride (370 mg, 5.32 mmol) and N,N-diisopropylethylamine (543 μL, 3.19 mmol) in MeOH (2 mL) and EtOH (2 mL) was added a solution of N-(3-(4-fluoro-phenyl)-pyridin-2-yl)-N′-ethoxycarbonyl-thiourea (340 mg, 1.06 mmol) in MeOH (2 mL) and EtOH (2 mL). The reaction mixture was stirred at room temperature for 1 hour and then at 60° C. for 3 hours. The solvents were evaporated and saturated aqueous NaHCO3 solution was added to the residue. The aqueous phase was ext... Reactants: C1=CC(=CC2=C(C=C(C=C21)S(=O)(=O)O)N)S(=O)(=O)O (1-naphthylamine-3,7-disulfonic acid), [OH-].[Na+] (sodium hydroxide), C(C)O (ethyl alcohol). Run in O (water). The product is [Na+].[Na+].NC1=CC(=CC2=CC=C(C=C12)S(=O)(=O)[O-])S(=O)(=O)[O-] (4-amino-2,6-naphthalenedisulfonic acid disodium salt). Reaction SMILES: [CH:1]1[C:10]2[C:5](=[C:6]([NH2:15])[CH:7]=[C:8]([S:11]([OH:14])(=[O:13])=[O:12])[CH:9]=2)[CH:4]=[C:3]([S:16]([OH:19])(=[O:18])=[O:17])[CH:2]=1.[OH-].[Na+:21].C(O)C>O>[Na+:21].[Na+:21].[NH2:15][C:6]1[C:5]2[C:10](=[CH:1][CH:2]=[C:3]([S:16]([O-:19])(=[O:18])=[O:17])[CH:4]=2)[CH:9]=[C:8]([S:11]([O-:14])(=[O:13])=[O:12])[CH:7]=1 |f:1.2,5.6.7|. Procedure details: A 45.0 g amount of (62.5%) 1-naphthylamine-3,7-disulfonic acid is suspended in 200 ml of water and 30 ml of 5N sodium hydroxide is added to it. The solution is warmed and absolute ethyl alcohol is added until a cloudy precipitate forms. The solution is cooled and the solid is collected by filtration and is washed with 85% ethyl alcohol, ethyl alcohol and ether. The product is dried in vacuo at 110° C. to give 21.0 g of 4-amino-2,6-naphthalenedisulfonic acid disodium salt. Starting materials: C1CCOC1, COC(=O)CC1CCN(C(C=CC(C)C)CCC(C)C)C(c2ccc(C(F)(F)F)cc2)C1, Cl, [Li+], [OH-], O. Product: CC(C)C=CC(CCC(C)C)N1CCC(CC(=O)O)CC1c1ccc(C(F)(F)F)cc1. Reaction SMILES: [CH2:37]1[O:38][CH2:39][CH2:40][CH2:41]1.[CH3:3][CH:4]([CH:5]=[CH:6][CH:7]([CH2:8][CH2:9][CH:10]([CH3:11])[CH3:12])[N:13]1[CH:14]([c:24]2[cH:25][cH:26][c:27]([C:30]([F:31])([F:32])[F:33])[cH:28][cH:29]2)[CH2:15][CH:16]([CH2:19][C:20](=[O:21])[O:22][CH3:23])[CH2:17][CH2:18]1)[CH3:34].[ClH:35].[Li+:2].[OH-:1].[OH2:36]>>[CH3:3][CH:4]([CH:5]=[CH:6][CH:7]([CH2:8][CH2:9][CH:10]([CH3:11])[CH3:12])[N:13]1[CH:14]([c:24]2[cH:25][cH:26][c:27]([C:30]([F:31])([F:32])[F:33])[cH:28][cH:29]2)[CH2:15][CH:16]([CH2:19][C:20](=[O:21])[OH:22])[CH2:17][CH2:18]1)[CH3:34]. Reactants: O=C(N=C=S)c1ccccc1, CCOC(=O)c1cccn1N, C1CCOC1. Yields the product CCOC(=O)c1cccn1NC(=S)NC(=O)c1ccccc1. RXN SMILES: [C:12]([c:13]1[cH:14][cH:15][cH:16][cH:17][cH:18]1)(=[O:19])[N:20]=[C:21]=[S:22].[CH2:1]([CH3:2])[O:3][C:4](=[O:5])[c:6]1[n:7]([NH2:11])[cH:8][cH:9][cH:10]1.[O:23]1[CH2:24][CH2:25][CH2:26][CH2:27]1>>[CH2:1]([CH3:2])[O:3][C:4](=[O:5])[c:6]1[n:7]([NH:11][C:21]([NH:20][C:12]([c:13]2[cH:14][cH:15][cH:16][cH:17][cH:18]2)=[O:19])=[S:22])[cH:8][cH:9][cH:10]1.